The task is: describe an organic reaction: reactants, conditions, products, and yield. This data is from the Open Reaction Database (ORD), a public repository of structured organic reaction records. Reactants: OC1=CC=C(C(=O)O)C=C1 (p-hydroxybenzoic acid), C[C@H](CCCCCC)O ((R)-2-octanol), S(O)(O)(=O)=O (sulfuric acid). Run in C1=CC=CC=C1 (benzene). Yields the product CC(CCCCCC)OC(C1=CC=C(C=C1)O)=O (p-hydroxybenzoic acid 1-methylheptyl ester). The yield is 43.0%. Reaction SMILES: [OH:1][C:2]1[CH:10]=[CH:9][C:5]([C:6]([OH:8])=[O:7])=[CH:4][CH:3]=1.[CH3:11][C@@H:12](O)[CH2:13][CH2:14][CH2:15][CH2:16][CH2:17][CH3:18].S(=O)(=O)(O)O>C1C=CC=CC=1>[CH3:11][CH:12]([O:7][C:6](=[O:8])[C:5]1[CH:9]=[CH:10][C:2]([OH:1])=[CH:3][CH:4]=1)[CH2:13][CH2:14][CH2:15][CH2:16][CH2:17][CH3:18]. Reported procedure: 27.6 g of p-hydroxybenzoic acid and 39.0 g of (R)-2-octanol were refluxed for 10 hours in 300 ml of benzene in the presence of 0.5 ml of conc. sulfuric acid. Then, the reaction solution was cooled to the room temperature, and then concentrated and purified by column chromatography, to obtain 21.5 g of p-hydroxybenzoic acid 1-methylheptyl ester. (yield: 43%) The reactants are C1CCOC1, CO, CCOC(=O)C(C)(C)Cc1c(C(=O)C(C)(C)C)c2cc(OCc3ccccn3)ccn2c1C(=O)c1ccc(Cl)cc1, Cl, [Na+], [OH-]. Yields the product CC(C)(C)C(=O)c1c(CC(C)(C)C(=O)O)c(C(=O)c2ccc(Cl)cc2)n2ccc(OCc3ccccn3)cc12. As a reaction SMILES: [CH2:45]1[O:46][CH2:47][CH2:48][CH2:49]1.[CH3:50][OH:51].[Cl:1][c:2]1[cH:3][cH:4][c:5]([C:8](=[O:9])[c:10]2[c:11]([CH2:33][C:34]([C:35](=[O:36])[O:37][CH2:38][CH3:39])([CH3:40])[CH3:41])[c:12]([C:27]([C:28]([CH3:29])([CH3:30])[CH3:31])=[O:32])[c:13]3[cH:14][c:15]([O:19][CH2:20][c:21]4[n:22][cH:23][cH:24][cH:25][cH:26]4)[cH:16][cH:17][n:18]23)[cH:6][cH:7]1.[ClH:44].[Na+:43].[OH-:42]>>[Cl:1][c:2]1[cH:3][cH:4][c:5]([C:8](=[O:9])[c:10]2[c:11]([CH2:33][C:34]([C:35](=[O:36])[OH:37])([CH3:40])[CH3:41])[c:12]([C:27]([C:28]([CH3:29])([CH3:30])[CH3:31])=[O:32])[c:13]3[cH:14][c:15]([O:19][CH2:20][c:21]4[n:22][cH:23][cH:24][cH:25][cH:26]4)[cH:16][cH:17][n:18]23)[cH:6][cH:7]1. The reactants are CSC1=CC=C(C=C1)CC(=O)O (4-(methylthio)phenylacetic acid), C(=O)(N1C=NC=C1)N1C=NC=C1 (1,1'-carbonyldiimidazole), Cl.CNOC (N,O-dimethylhydroxylamine hydrochloride). Run in CCOCC (ether), C(Cl)Cl (methylene chloride). Run at time 20 minute. Yields the product CON(C(CC1=CC=C(C=C1)SC)=O)C (N-methoxy-N-methyl-4-(methylthio)-benzeneacetamide). The yield is 92.8%. Reaction SMILES: [CH3:1][S:2][C:3]1[CH:8]=[CH:7][C:6]([CH2:9][C:10]([OH:12])=O)=[CH:5][CH:4]=1.C(N1C=CN=C1)(N1C=CN=C1)=O.Cl.[CH3:26][NH:27][O:28][CH3:29]>C(Cl)Cl.CCOCC>[CH3:29][O:28][N:27]([CH3:26])[C:10](=[O:12])[CH2:9][C:6]1[CH:7]=[CH:8][C:3]([S:2][CH3:1])=[CH:4][CH:5]=1 |f:2.3|. Procedure details: To a solution of 4-(methylthio)phenylacetic acid (18.3 g, 0.100 mol) in methylene chloride (200 mL) was added 1,1'-carbonyldiimidazole (16.3 g, 0.100 mol) portionwise. The mixture was stirred at room temperature for 20 minutes, and N,O-dimethylhydroxylamine hydrochloride (9.8 g, 0.100 mol) was added. The reaction mixture was stirred overnight at room temperature, diluted with ether (500 mL) and washed successively with 1N hydrochloric acid, saturated aqueous sodium bicarbonate and brine. The org... Starting materials: OCC1=CC=C(O1)C#N (5-hydroxymethyl-furan-2-carbonitrile), ClC=1C=CC(N(C1)C1=NC=C(C=C1)CC=1N=CN(C1)C(C1=CC=CC=C1)(C1=CC=CC=C1)C1=CC=CC=C1)=O (5-chloro-5'-(1-trityl-1H-imidazol-4-ylmethyl)-[1,2']bipyridinyl-2-one), C(C)(C)N(CC)C(C)C (diisopropylethylamine), FC(S(=O)(=O)OS(=O)(=O)C(F)(F)F)(F)F (trifluoromethanesulfonic anhydride). Solvent: ClCCl (dichloromethane). Reaction conditions: temperature -78 celsius, time 1 hour. The product is ClC=1C=CC(N(C1)C1=NC=C(C=C1)CC1=CN=CN1CC1=CC=C(O1)C#N)=O (5-[5-(5-chloro-2-oxo-2H-[1,2']bipyridinyl-5'-ylmethyl)-imidazol-1-ylmethyl]-furan-2-carbonitrile). Reaction SMILES: O[CH2:2][C:3]1[O:7][C:6]([C:8]#[N:9])=[CH:5][CH:4]=1.[Cl:10][C:11]1[CH:12]=[CH:13][C:14](=[O:48])[N:15]([C:17]2[CH:22]=[CH:21][C:20]([CH2:23][C:24]3[N:25]=[CH:26][N:27](C(C4C=CC=CC=4)(C4C=CC=CC=4)C4C=CC=CC=4)[CH:28]=3)=[CH:19][N:18]=2)[CH:16]=1.C(N(C(C)C)CC)(C)C.FC(F)(F)S(OS(C(F)(F)F)(=O)=O)(=O)=O>ClCCl>[Cl:10][C:11]1[CH:12]=[CH:13][C:14](=[O:48])[N:15]([C:17]2[CH:22]=[CH:21][C:20]([CH2:23][C:24]3[N:25]([CH2:2][C:3]4[O:7][C:6]([C:8]#[N:9])=[CH:5][CH:4]=4)[CH:26]=[N:27][CH:28]=3)=[CH:19][N:18]=2)[CH:16]=1. Reported procedure: To a solution of the alcohol from step 2 (0.017 g, 0.137 mmol), 5-chloro-5'-(1-triphenylmethyl-1H-imidazol-4-ylmethyl)-[1,2']bipyridinyl-2-one from Example 23, Step 5 (0.0758 g, 0.143 mmol) and diisopropylethylamine (0.047 mL, 1.49 mmol) in dichloromethane (1.3 mL) at -78° C. was added trifluoromethanesulfonic anhydride (0.023 mL, 0.136 mmol) and the mixture stirred at -78° C. for 1 hour. The mixture was allowed to warm to 0° C. and stirred for 2 hours. The solvent was evaporated in vacuo. The r...